Task: describe an organic reaction: reactants, conditions, products, and yield. Dataset: the Open Reaction Database (ORD), a public repository of structured organic reaction records Reactants: CC(C)(C)OC(=O)OC(=O)OC(C)(C)C, COC(=O)c1ccc(OC2CN(C(=O)OC(C)(C)C)C2)cc1OC, CO, [Na+], [OH-], O=C(O)CC(O)(CC(=O)O)C(=O)O. Yields the product COc1cc(OC2CN(C(=O)OC(C)(C)C)C2)ccc1C(=O)O. RXN SMILES: [C:40]([O:41][C:42]([O:43][C:44]([O:45][C:46]([CH3:47])([CH3:48])[CH3:49])=[O:50])=[O:51])([CH3:52])([CH3:53])[CH3:54].[CH3:1][O:2][c:3]1[c:4]([C:5](=[O:6])[O:7][CH3:8])[cH:9][cH:10][c:11]([O:13][CH:14]2[CH2:15][N:16]([C:18](=[O:19])[O:20][C:21]([CH3:22])([CH3:23])[CH3:24])[CH2:17]2)[cH:12]1.[CH3:55][OH:56].[Na+:26].[OH-:25].[OH:27][C:28]([CH2:29][C:30]([C:31](=[O:32])[OH:33])([CH2:34][C:35](=[O:36])[OH:37])[OH:38])=[O:39]>>[CH3:1][O:2][c:3]1[c:4]([C:5](=[O:6])[OH:7])[cH:9][cH:10][c:11]([O:13][CH:14]2[CH2:15][N:16]([C:18](=[O:19])[O:20][C:21]([CH3:22])([CH3:23])[CH3:24])[CH2:17]2)[cH:12]1. The reactants are CC(=CC=O)CC(C)C (3,5-dimethyl-2-hexenal), ice, [Mg] (magnesium), C(C)(C)Cl (isopropyl chloride). Run in CCOCC (ether), CCOCC (ether), CCOCC (ether). Conditions: temperature 0 celsius. Product: CC(C)C(C=C(CC(C)C)C)O (2,5,7-trimethyl-4-octen-3-ol). The yield is 72.6%. RXN SMILES: [Mg].[CH:2](Cl)([CH3:4])[CH3:3].[CH3:6][C:7]([CH2:11][CH:12]([CH3:14])[CH3:13])=[CH:8][CH:9]=[O:10]>CCOCC>[CH3:3][CH:2]([CH:9]([OH:10])[CH:8]=[C:7]([CH3:6])[CH2:11][CH:12]([CH3:14])[CH3:13])[CH3:4]. Procedure: 26.4 g (1.1 gram atom) of magnesium shavings and 100 ml of anhydrous ether are added to a round flask which is provided with a stirrer, condenser, thermometer and dropping funnel. There is now slowly added thereto a solution of 90.2 g (1.15 mol) of isopropyl chloride in 150 ml of ether. After completion of the addition, the mixture is held at reflux temperature for a further 1 hour. There are now added thereto at a temperature of 10° C. 126.2 g (1 mol) of 3,5-dimethyl-2-hexenal dissolved in 250 ... The reactants are ClC1=C(C(=CC(=C1)Cl)OC)S(=O)(=O)Cl (2,4-dichloro-6-methoxybenzenesulfonyl chloride), ClC1=C(C=C(C(=C1)C)Cl)C (2,5-dichloro-p-xylene), ClC1=C(C=CC(=C1)Cl)OC (2,4-dichloroanisole), ClC1=C(C(=C(C=C1C)Cl)C)S(=O)(=O)Cl (2,5-dichloro-3,6-dimethylbenzenesulfonyl chloride). Yields the product CC1=C(C(=CC(=C1)Cl)C)S(=O)(=O)Cl (2,6-Dimethyl-4-chlorophenylsulfonyl chloride). RXN SMILES: ClC1C=C(Cl)C=C(OC)C=1[S:11]([Cl:14])(=[O:13])=[O:12].Cl[C:16]1C=C(Cl)C=CC=1OC.ClC1C(C)=CC(Cl)=C(C)C=1S(Cl)(=O)=O.Cl[C:40]1[CH:45]=[C:44](C)[C:43]([Cl:47])=[CH:42][C:41]=1[CH3:48]>>[CH3:16][C:45]1[CH:44]=[C:43]([Cl:47])[CH:42]=[C:41]([CH3:48])[C:40]=1[S:11]([Cl:14])(=[O:13])=[O:12]. Procedure details: 2,4-dichloro-6-methoxybenzenesulfonyl chloride from 2,4-dichloroanisole and 2,5-dichloro-3,6-dimethylbenzenesulfonyl chloride from 2,5-dichloro-p-xylene. The solvent is C1(=CC=CC=C1)C (toluene). Starting materials: ClC1=CC=C(C(C(=O)O)=C1)O (5-chlorosalicylic acid), FC(C=1C=C(N)C=C(C1)C(F)(F)F)(F)F (3,5-bis(trifluoromethyl)aniline), P(Cl)(Cl)Cl (phosphoroustrichloride), C(O)([O-])=O.[Na+] (Sodium hydrogen carbonate). Reaction conditions: time 6 hour. Yields the product FC(C=1C=C(C=C(C1)C(F)(F)F)NC(C1=C(C=CC(=C1)Cl)O)=O)(F)F (N-(3,5-bis(trifluoromethyl)phenyl)-5-chloro-2-hydroxybenzamide). As a reaction SMILES: [Cl:1][C:2]1[CH:10]=[C:6]([C:7]([OH:9])=O)[C:5]([OH:11])=[CH:4][CH:3]=1.[F:12][C:13]([F:26])([F:25])[C:14]1[CH:15]=[C:16]([CH:18]=[C:19]([C:21]([F:24])([F:23])[F:22])[CH:20]=1)[NH2:17].P(Cl)(Cl)Cl.C(=O)([O-])O.[Na+]>C1(C)C=CC=CC=1>[F:12][C:13]([F:25])([F:26])[C:14]1[CH:15]=[C:16]([NH:17][C:7](=[O:9])[C:6]2[CH:10]=[C:2]([Cl:1])[CH:3]=[CH:4][C:5]=2[OH:11])[CH:18]=[C:19]([C:21]([F:22])([F:24])[F:23])[CH:20]=1 |f:3.4|. Reported procedure: To 30 ml of toluene were added 5-chlorosalicylic acid (862 mg, 5 mmol), 3,5-bis(trifluoromethyl)aniline (1.37 g, 6 mmol), and phosphoroustrichloride (755 mg, 5.5 mmol) in the presence of argon gas, followed by stirring for 6 hours through heat-reflux. Sodium hydrogen carbonate was added to the mixture to adjust pH to 7, followed by concentration under reduced pressure. The mixture was dissolved in 60 ml of ethylacetate, which was washed with water (40 ml×2). The organic layer was concentrated un... The yield is 56.8%. Starting materials: C(C1=CC=CC=C1)OC(=O)[C@H]1N(C[C@H](C1)NC(=O)OCC1C2=CC=CC=C2C=2C=CC=CC12)C([C@H](C1CCCCC1)NC([C@H](C)N(C)C(=O)OC(C)(C)C)=O)=O ((2S,4S)-1-{(S)-2-[(S)-2-(tert-Butoxycarbonyl-methyl-amino)-propionylamino]-2-cyclohexyl-acetyl}-4-(9H-fluoren-9-ylmethoxycarbonylamino)-pyrrolidine-2-carboxylic acid benzyl ester). The reagents and catalysts are [Pd] (Pd—C). Run in CO (methanol). Run at time 1 hour. Product: C(C)(C)(C)OC(=O)N([C@H](C(=O)N[C@H](C(=O)N1[C@@H](C[C@@H](C1)NC(=O)OCC1C2=CC=CC=C2C=2C=CC=CC12)C(=O)O)C1CCCCC1)C)C ((2S,4S)-1-{(S)-2-[(S)-2-(tert-Butoxycarbonyl-methyl-amino)-propionylamino]-2-cyclohexyl-acetyl}-4-(9H-fluoren-9-ylmethoxycarbonylamino)-pyrrolidine-2-carboxylic acid). The yield is 75.8%. RXN SMILES: C([O:8][C:9]([C@@H:11]1[CH2:15][C@H:14]([NH:16][C:17]([O:19][CH2:20][CH:21]2[C:33]3[CH:32]=[CH:31][CH:30]=[CH:29][C:28]=3[C:27]3[C:22]2=[CH:23][CH:24]=[CH:25][CH:26]=3)=[O:18])[CH2:13][N:12]1[C:34](=[O:56])[C@@H:35]([NH:42][C:43](=[O:55])[C@@H:44]([N:46]([C:48]([O:50][C:51]([CH3:54])([CH3:53])[CH3:52])=[O:49])[CH3:47])[CH3:45])[CH:36]1[CH2:41][CH2:40][CH2:39][CH2:38][CH2:37]1)=[O:10])C1C=CC=CC=1>CO.[Pd]>[C:51]([O:50][C:48]([N:46]([CH3:47])[C@@H:44]([CH3:45])[C:43]([NH:42][C@@H:35]([CH:36]1[CH2:41][CH2:40][CH2:39][CH2:38][CH2:37]1)[C:34]([N:12]1[CH2:13][C@@H:14]([NH:16][C:17]([O:19][CH2:20][CH:21]2[C:33]3[CH:32]=[CH:31][CH:30]=[CH:29][C:28]=3[C:27]3[C:22]2=[CH:23][CH:24]=[CH:25][CH:26]=3)=[O:18])[CH2:15][C@H:11]1[C:9]([OH:10])=[O:8])=[O:56])=[O:55])=[O:49])([CH3:54])([CH3:53])[CH3:52]. Procedure: (2S,4S)-1-{(S)-2-[(S)-2-(tert-Butoxycarbonyl-methyl-amino)-propionylamino]-2-cyclohexyl-acetyl}-4-(9H-fluoren-9-ylmethoxycarbonylamino)-pyrrolidine-2-carboxylic acid benzyl ester (1.2 g, 1.56 mmol) was dissolved in methanol (15 mL) and 10% Pd—C (200 mg) was added. The mixture was stirred under hydrogen (1 atm) for 1 h, filtered through Celite and concentrated to give the title compound (800 mg, 76%) as a colorless oil which solidified upon standing and was used without purification.